Dataset: the Open Reaction Database (ORD), a public repository of structured organic reaction records. Task: describe an organic reaction: reactants, conditions, products, and yield Starting materials: NC=1C=NC2=CC=CC=C2C1N[C@H](CNC(OC(C)(C)C)=O)C (tert-Butyl (2S)-2-[(3-aminoquinolin-4-yl)amino]propylcarbamate), Cl.ClCC(OCC)=N (Ethyl 2-chloroethanimidoate hydrochloride). Solvent: ClCCCl (1,2-dichloroethane). Conditions: temperature 60 celsius. The product is EtOAc hexanes, ClCC=1N(C2=C(C=NC=3C=CC=CC23)N1)[C@H](CNC(OC(C)(C)C)=O)C (tert-butyl (2S)-2-[2-(chloromethyl)-1H-imidazo[4,5-c]quinolin-1-yl]propylcarbamate). Isolated yield 46.6%. As a reaction SMILES: [NH2:1][C:2]1[CH:3]=[N:4][C:5]2[C:10]([C:11]=1[NH:12][C@@H:13]([CH3:23])[CH2:14][NH:15][C:16](=[O:22])[O:17][C:18]([CH3:21])([CH3:20])[CH3:19])=[CH:9][CH:8]=[CH:7][CH:6]=2.Cl.[Cl:25][CH2:26][C:27](=N)OCC>ClCCCl>[Cl:25][CH2:26][C:27]1[N:12]([C@@H:13]([CH3:23])[CH2:14][NH:15][C:16](=[O:22])[O:17][C:18]([CH3:19])([CH3:21])[CH3:20])[C:11]2[C:10]3[CH:9]=[CH:8][CH:7]=[CH:6][C:5]=3[N:4]=[CH:3][C:2]=2[N:1]=1 |f:1.2|. Procedure: tert-Butyl (2S)-2-[(3-aminoquinolin-4-yl)amino]propylcarbamate (4.60 g, 14.55 mmol) was dissolved in 150 mL of anhydrous 1,2-dichloroethane and the solution was stirred under N2. Ethyl 2-chloroethanimidoate hydrochloride (3.45 g, 21.8 mmol) was added and the reaction was heated to 60° C. for 24 hours. The reaction mixture was cooled and washed with saturated sodium bicarbonate solution (2×100 mL) followed by brine. The organic layer was dried over Na2SO4, filtered, and concentrated to give an or...